Dataset: the Open Reaction Database (ORD), a public repository of structured organic reaction records. Task: describe an organic reaction: reactants, conditions, products, and yield The reactants are S(=O)(=O)(C1=CC=C(C)C=C1)O[C@@H]1CC2=CC[C@H]3[C@@H]4CC[C@H]([C@@H](CCCC(C)C)C)[C@]4(CC[C@@H]3[C@]2(CC1)C)C (cholesterol tosylate), C(CCCCCO)O (1,6-hexanediol), O1CCOCC1 (dioxane). Solvent: CCCCCC (hexane). Product: OCCCCCCO[C@H]1CC2=CC[C@H]3[C@@H]4CC[C@H]([C@@H](CCCC(C)C)C)[C@]4(CC[C@@H]3[C@]2(CC1)C)C (Cholest-5-en-3α-yl 6-hydroxyhexyl Ether). Isolated yield 52.0%. Reaction SMILES: S([O:11][C@H:12]1[CH2:36][CH2:35][C@@:34]2([CH3:37])[C:14](=[CH:15][CH2:16][C@@H:17]3[C@@H:33]2[CH2:32][CH2:31][C@@:30]2([CH3:38])[C@H:18]3[CH2:19][CH2:20][C@@H:21]2[C@H:22]([CH3:29])[CH2:23][CH2:24][CH2:25][CH:26]([CH3:28])[CH3:27])[CH2:13]1)(C1C=CC(C)=CC=1)(=O)=O.[CH2:39](O)[CH2:40][CH2:41][CH2:42][CH2:43][CH2:44][OH:45].O1CCOCC1>CCCCCC>[OH:45][CH2:44][CH2:43][CH2:42][CH2:41][CH2:40][CH2:39][O:11][C@@H:12]1[CH2:36][CH2:35][C@@:34]2([CH3:37])[C:14](=[CH:15][CH2:16][C@@H:17]3[C@@H:33]2[CH2:32][CH2:31][C@@:30]2([CH3:38])[C@H:18]3[CH2:19][CH2:20][C@@H:21]2[C@H:22]([CH3:29])[CH2:23][CH2:24][CH2:25][CH:26]([CH3:28])[CH3:27])[CH2:13]1. Reported procedure: Using the procedure of Davis, J. Chem. Soc. 178-181 (1962), cholesterol tosylate and 1,6-hexanediol were condensed in refluxing dioxane to provide 52% yield of the title ether as colorless plates from hexane, m.p. 79.5°-81° C.; [α]D25 -28.1°±0.5° C.; IR 3500-3200 (OH), 1100 and 1080 cm-1 (ether); NMR (CDCL3): δ2.8-3.3 (br, 1H, H-1), 3.3-3.75 (2t,4H), 5.4 m, 1H). The reactants are CC[SiH](CC)CC, O=S(=O)(c1ccccc1)n1cc(C(O)C2CC2)c2cccnc21, ClCCl, O=C(O)C(F)(F)F. Product: O=S(=O)(c1ccccc1)n1cc(CC2CC2)c2cccnc21. RXN SMILES: [CH2:24]([SiH:25]([CH2:26][CH3:27])[CH2:28][CH3:29])[CH3:30].[CH:1]1([CH:4]([OH:5])[c:6]2[cH:7][n:8]([S:15](=[O:16])(=[O:17])[c:18]3[cH:19][cH:20][cH:21][cH:22][cH:23]3)[c:9]3[n:10][cH:11][cH:12][cH:13][c:14]23)[CH2:2][CH2:3]1.[Cl:38][CH2:39][Cl:40].[F:31][C:32]([F:33])([F:34])[C:35]([OH:36])=[O:37]>>[CH:1]1([CH2:4][c:6]2[cH:7][n:8]([S:15](=[O:16])(=[O:17])[c:18]3[cH:19][cH:20][cH:21][cH:22][cH:23]3)[c:9]3[n:10][cH:11][cH:12][cH:13][c:14]23)[CH2:2][CH2:3]1. Isolated yield 81.8%. The solvent is CN(C=O)C (dimethylformamide), C(C)N(CC)CC (triethylamine), O (Water). Starting materials: C(C1=CC=CC=C1)OC1=CC=C(C=C1)C1=NC2=C(N1C1CCCC1)C=CC(=C2)C(=O)O (2-(4-benzyloxyphenyl)-1-cyclopentylbenzimidazole-5-carboxylic acid), [Cl-].[NH4+] (ammonium chloride), Cl.C(C)N=C=NCCCN(C)C (1-ethyl-3-(3-dimethylaminopropyl)carbodiimide hydrochloride), ON1N=NC2=C1C=CC=C2 (1-hydroxybenzotriazole). Reaction conditions: time 8 hour. As a reaction SMILES: [CH2:1]([O:8][C:9]1[CH:14]=[CH:13][C:12]([C:15]2[N:19]([CH:20]3[CH2:24][CH2:23][CH2:22][CH2:21]3)[C:18]3[CH:25]=[CH:26][C:27]([C:29](O)=[O:30])=[CH:28][C:17]=3[N:16]=2)=[CH:11][CH:10]=1)[C:2]1[CH:7]=[CH:6][CH:5]=[CH:4][CH:3]=1.[Cl-].[NH4+].Cl.C([N:37]=C=NCCCN(C)C)C.ON1C2C=CC=CC=2N=N1>CN(C)C=O.O.C(N(CC)CC)C>[CH2:1]([O:8][C:9]1[CH:10]=[CH:11][C:12]([C:15]2[N:19]([CH:20]3[CH2:21][CH2:22][CH2:23][CH2:24]3)[C:18]3[CH:25]=[CH:26][C:27]([C:29]([NH2:37])=[O:30])=[CH:28][C:17]=3[N:16]=2)=[CH:13][CH:14]=1)[C:2]1[CH:7]=[CH:6][CH:5]=[CH:4][CH:3]=1 |f:1.2,3.4|. Procedure details: 2-(4-Benzyloxyphenyl)-1-cyclopentylbenzimidazole-5-carboxylic acid (700 mg) obtained in Example 12 was dissolved in dimethylformamide (10 ml), and ammonium chloride (108 mg), 1-ethyl-3-(3-dimethylaminopropyl)carbodiimide hydrochloride (390 mg), 1-hydroxybenzotriazole (275 mg) and triethylamine (0.3 ml) were added. The mixture was stirred overnight at room temperature. Water was added to the reaction mixture and the mixture was extracted with ethyl acetate. The organic layer was washed successive... The product is C(C1=CC=CC=C1)OC1=CC=C(C=C1)C1=NC2=C(N1C1CCCC1)C=CC(=C2)C(=O)N (2-(4-benzyloxyphenyl)-1-cyclopentylbenzimidazole-5-carboxamide). The product is Cc1nccn1-c1cccnc1. Reactants: O=C([O-])O, Cc1ncc[nH]1, Fc1cccnc1, [H-], [Na+], [Na+], CN(C)C=O. RXN SMILES: [C:16](=[O:17])([OH:18])[O-:19].[CH3:1][c:2]1[nH:3][cH:4][cH:5][n:6]1.[F:9][c:10]1[cH:11][n:12][cH:13][cH:14][cH:15]1.[H-:8].[Na+:20].[Na+:7].[O:21]=[CH:22][N:23]([CH3:24])[CH3:25]>>[CH3:1][c:2]1[n:3](-[c:10]2[cH:11][n:12][cH:13][cH:14][cH:15]2)[cH:4][cH:5][n:6]1. Reactants: CCNC(=S)NN, CC(=O)c1ccc2ncc(Cc3cc4cccnc4cc3F)n2n1. Product: CCNC(=S)NN=C(C)c1ccc2ncc(Cc3cc4cccnc4cc3F)n2n1. As a reaction SMILES: [CH2:1]([CH3:2])[NH:3][C:4](=[S:5])[NH:6][NH2:7].[F:8][c:9]1[c:10]([CH2:19][c:20]2[cH:21][n:22][c:23]3[n:24]2[n:25][c:26]([C:29]([CH3:30])=[O:31])[cH:27][cH:28]3)[cH:11][c:12]2[cH:13][cH:14][cH:15][n:16][c:17]2[cH:18]1>>[CH2:1]([CH3:2])[NH:3][C:4](=[S:5])[NH:6][N:7]=[C:29]([c:26]1[n:25][n:24]2[c:20]([CH2:19][c:10]3[c:9]([F:8])[cH:18][c:17]4[c:12]([cH:11]3)[cH:13][cH:14][cH:15][n:16]4)[cH:21][n:22][c:23]2[cH:28][cH:27]1)[CH3:30]. Reactants: CCO, ClCCCBr, [Na+], [Na+], O, O=S([O-])[O-]. Yields the product O=S(=O)([O-])CCCCl, [Na+]. RXN SMILES: [CH3:6][CH2:7][OH:8].[Cl:1][CH2:2][CH2:3][CH2:4][Br:5].[Na+:13].[Na+:14].[OH2:15].[S:9](=[O:10])([O-:11])[O-:12]>>[Cl:1][CH2:2][CH2:3][CH2:4][S:9](=[O:10])(=[O:11])[O-:12].[Na+:13]. Reactants: NC=1C(=C(C(=CC1)F)C(=O)C=1C=C2N=CC=NC2=CC1)F ((3-amino-2,6-difluorophenyl)(quinoxalin-6-yl)methanone), TEA, FC1=CC(=CC=C1)N=C=O (1-fluoro-3-isocyanatobenzene). The solvent is C(Cl)Cl (DCM). Reaction conditions: time 1 hour. Product: FC1=C(C=CC(=C1C(=O)C=1C=C2N=CC=NC2=CC1)F)NC(=O)NC1=CC(=CC=C1)F (1-(2,4-difluoro-3-(quinoxaline-6-carbonyl)phenyl)-3-(3-fluorophenyl)urea). Yield: 16.6%. Reaction SMILES: [NH2:1][C:2]1[C:3]([F:21])=[C:4]([C:9]([C:11]2[CH:12]=[C:13]3[C:18](=[CH:19][CH:20]=2)[N:17]=[CH:16][CH:15]=[N:14]3)=[O:10])[C:5]([F:8])=[CH:6][CH:7]=1.[F:22][C:23]1[CH:28]=[CH:27][CH:26]=[C:25]([N:29]=[C:30]=[O:31])[CH:24]=1>C(Cl)Cl>[F:21][C:3]1[C:4]([C:9]([C:11]2[CH:12]=[C:13]3[C:18](=[CH:19][CH:20]=2)[N:17]=[CH:16][CH:15]=[N:14]3)=[O:10])=[C:5]([F:8])[CH:6]=[CH:7][C:2]=1[NH:1][C:30]([NH:29][C:25]1[CH:26]=[CH:27][CH:28]=[C:23]([F:22])[CH:24]=1)=[O:31]. Reported procedure: To a solution of (3-amino-2,6-difluorophenyl)(quinoxalin-6-yl)methanone (40 mg, 0.15 mmol, 1.0 eq.) in DCM (5 mL) were added TEA (42.4 mg, 0.42 mmol, 3.0 eq.) and 1-fluoro-3-isocyanatobenzene (23.3 mg, 0.17 mmol, 1.2 eq.). The resulting mixture was stirred at rt for 1 h, then concentrated. The resulting residue was purified via flash column chromatography (PE/EA=1/1, v/v) to afford 1-(2,4-difluoro-3-(quinoxaline-6-carbonyl)phenyl)-3-(3-fluorophenyl)urea (10.5 mg, 16.7%). LRMS (M−H+) m/z caculate... The reactants are CC(C(=O)[O-])=P(c1ccccc1)(c1ccccc1)c1ccccc1, COC(=O)C(C)=Cc1ccccc1O, O=Cc1ccccc1O. Product: COC(=O)C=Cc1ccccc1O. As a reaction SMILES: [CH3:15][C:16](=[P:17]([c:18]1[cH:19][cH:20][cH:21][cH:22][cH:23]1)([c:24]1[cH:25][cH:26][cH:27][cH:28][cH:29]1)[c:30]1[cH:31][cH:32][cH:33][cH:34][cH:35]1)[C:36]([O-:37])=[O:38].[CH3:1][O:2][C:3]([C:4](=[CH:5][c:6]1[c:7]([OH:12])[cH:8][cH:9][cH:10][cH:11]1)[CH3:13])=[O:14].[CH:39]([c:40]1[c:41]([OH:42])[cH:43][cH:44][cH:45][cH:46]1)=[O:47]>>[CH3:1][O:2][C:3]([CH:4]=[CH:5][c:6]1[c:7]([OH:12])[cH:8][cH:9][cH:10][cH:11]1)=[O:14]. Reactants: O=C([O-])[O-], CC1(C)OB(c2cccc(C(=O)O)c2)OC1(C)C, CCN(CC)CCCNc1nc(Cl)c2ccc(=O)n(-c3c(F)cccc3F)c2n1, [K+], [K+], C1COCCO1, O, c1ccc(P(c2ccccc2)(c2ccccc2)[Pd](P(c2ccccc2)(c2ccccc2)c2ccccc2)(P(c2ccccc2)(c2ccccc2)c2ccccc2)P(c2ccccc2)(c2ccccc2)c2ccccc2)cc1. The product is CCN(CC)CCCNc1nc(-c2cccc(C(=O)O)c2)c2ccc(=O)n(-c3c(F)cccc3F)c2n1. As a reaction SMILES: [C:48](=[O:49])([O-:50])[O-:51].[CH3:30][C:31]1([CH3:32])[C:33]([CH3:34])([CH3:35])[O:36][B:37]([c:38]2[cH:39][c:40]([C:41](=[O:42])[OH:43])[cH:44][cH:45][cH:46]2)[O:47]1.[Cl:1][c:2]1[c:3]2[c:4]([n:5][c:6]([NH:8][CH2:9][CH2:10][CH2:11][N:12]([CH2:13][CH3:14])[CH2:15][CH3:16])[n:7]1)[n:17](-[c:22]1[c:23]([F:29])[cH:24][cH:25][cH:26][c:27]1[F:28])[c:18](=[O:21])[cH:19][cH:20]2.[K+:52].[K+:53].[O:54]1[CH2:55][CH2:56][O:57][CH2:58][CH2:59]1.[OH2:60].[cH:61]1[cH:62][cH:63][c:64]([P:65]([Pd:66]([P:67]([c:68]2[cH:69][cH:70][cH:71][cH:72][cH:73]2)([c:74]2[cH:75][cH:76][cH:77][cH:78][cH:79]2)[c:80]2[cH:81][cH:82][cH:83][cH:84][cH:85]2)([P:86]([c:87]2[cH:88][cH:89][cH:90][cH:91][cH:92]2)([c:93]2[cH:94][cH:95][cH:96][cH:97][cH:98]2)[c:99]2[cH:100][cH:101][cH:102][cH:103][cH:104]2)[P:105]([c:106]2[cH:107][cH:108][cH:109][cH:110][cH:111]2)([c:112]2[cH:113][cH:114][cH:115][cH:116][cH:117]2)[c:118]2[cH:119][cH:120][cH:121][cH:122][cH:123]2)([c:124]2[cH:125][cH:126][cH:127][cH:128][cH:129]2)[c:130]2[cH:131][cH:132][cH:133][cH:134][cH:135]2)[cH:136][cH:137]1>>[c:2]1(-[c:38]2[cH:39][c:40]([C:41](=[O:42])[OH:43])[cH:44][cH:45][cH:46]2)[c:3]2[c:4]([n:5][c:6]([NH:8][CH2:9][CH2:10][CH2:11][N:12]([CH2:13][CH3:14])[CH2:15][CH3:16])[n:7]1)[n:17](-[c:22]1[c:23]([F:29])[cH:24][cH:25][cH:26][c:27]1[F:28])[c:18](=[O:21])[cH:19][cH:20]2. Starting materials: BrC=1C=C(C=CC1)C1NC2=CC=C(C=C2C(C1)(C)C)C(F)(F)F (2-(3-bromo-phenyl)-4,4-dimethyl-6-trifluoromethyl-1,2,3,4-tetrahydro-quinoline), NC1(CC1)C(=O)O (1-amino-cyclopropanecarboxylic acid), C([O-])([O-])=O.[K+].[K+] (potassium carbonate). Reagents/catalysts: [Cu]I (copper(I) iodide). The solvent is CS(=O)C (dimethyl sulfoxide). The product is CC1(CC(NC2=CC=C(C=C12)C(F)(F)F)C=1C=C(C=CC1)NC1(CC1)C(=O)O)C (1-[3-(4,4-dimethyl-6-trifluoromethyl-1,2,3,4-tetrahydro-quinolin-2-yl)-phenylamino]-cyclopropanecarboxylic acid). Isolated yield 21.2%. Reaction SMILES: Br[C:2]1[CH:3]=[C:4]([CH:8]2[CH2:17][C:16]([CH3:19])([CH3:18])[C:15]3[C:10](=[CH:11][CH:12]=[C:13]([C:20]([F:23])([F:22])[F:21])[CH:14]=3)[NH:9]2)[CH:5]=[CH:6][CH:7]=1.[NH2:24][C:25]1([C:28]([OH:30])=[O:29])[CH2:27][CH2:26]1.C(=O)([O-])[O-].[K+].[K+]>CS(C)=O.[Cu]I>[CH3:18][C:16]1([CH3:19])[C:15]2[C:10](=[CH:11][CH:12]=[C:13]([C:20]([F:23])([F:22])[F:21])[CH:14]=2)[NH:9][CH:8]([C:4]2[CH:3]=[C:2]([NH:24][C:25]3([C:28]([OH:30])=[O:29])[CH2:27][CH2:26]3)[CH:7]=[CH:6][CH:5]=2)[CH2:17]1 |f:2.3.4|. Procedure: A solution of 2-(3-bromo-phenyl)-4,4-dimethyl-6-trifluoromethyl-1,2,3,4-tetrahydro-quinoline (384.0 mg, 1.0 mmol), copper(I) iodide (57.0 mg, 0.3 mmol), 1-amino-cyclopropanecarboxylic acid (309.0 mg, 3.0 mmol) and potassium carbonate (415.0 mg, 3.0 mmol) in dimethyl sulfoxide (2.0 mL) was stirred at 120° C. for 16 h. Then the reaction mixture was cooled to room temperature and extracted with ethyl acetate (150 mL×2), washed with water (50 mL×2) and saturated aqueous ammonium chloride solution (5...